From a dataset of the Open Reaction Database (ORD), a public repository of structured organic reaction records. describe an organic reaction: reactants, conditions, products, and yield The reactants are C(#N)[BH3-].[Na+] (sodium cyanoborohydride), Cl (hydrochloric acid), O=C1CCN(CC1)CCC(=O)OCC (ethyl 3-(4-oxopiperidino)propionate), C(C)(=O)O (acetic acid). Run in C(C)O (ethanol), C(C)O (ethanol). Run at time 18 hour. The product is C(C1=CC=CC=C1)NC1CCN(CC1)CCC(=O)OCC (ethyl 3-(4-benzylaminopiperidino)propionate). Isolated yield 74.0%. Reaction SMILES: O=[C:2]1[CH2:7][CH2:6][N:5]([CH2:8][CH2:9][C:10]([O:12][CH2:13][CH3:14])=[O:11])[CH2:4][CH2:3]1.[C:15]([BH3-])#[N:16].[Na+].[C:19](O)(=O)[CH3:20].Cl>C(O)C>[CH2:15]([NH:16][CH:2]1[CH2:7][CH2:6][N:5]([CH2:8][CH2:9][C:10]([O:12][CH2:13][CH3:14])=[O:11])[CH2:4][CH2:3]1)[C:20]1[CH:19]=[CH:4][CH:3]=[CH:2][CH:7]=1 |f:1.2|. Reported procedure: Then, ethyl 3-(4-oxopiperidino)propionate (1.29 g, 6.47 mmol) sad benzylamine (0.85 ml, 7.78 mmol) were dissolved in ethanol (40 ml). A solution of sodium cyanoborohydride (256 mg, 4.22 mmol) dissolved in ethanol (20 ml) was added at room temperature sad acetic acid (1 ml) was further added to adjust its pH to 6-7. The mixture was stirred at room temperature for 18 hours sad added with concentrated hydrochloric acid (3 ml) to adjust the pH to 1-2. The resulting precipitate was collected by filtr...